From a dataset of the Open Reaction Database (ORD), a public repository of structured organic reaction records. describe an organic reaction: reactants, conditions, products, and yield Reactants: C1(CCCCC1)COC1=NC(=NC=C1)C(=O)OC (methyl 4-(cyclohexylmethoxy)pyrimidine-2-carboxylate), CC#N (CH3CN). Product: C1(CCCCC1)COC1=NC(=NC=C1)C(CC#N)=O (3-(4-(cyclohexylmethoxy)pyrimidin-2-yl)-3-oxopropanenitrile). RXN SMILES: [CH:1]1([CH2:7][O:8][C:9]2[CH:14]=[CH:13][N:12]=[C:11]([C:15]([O:17]C)=O)[N:10]=2)[CH2:6][CH2:5][CH2:4][CH2:3][CH2:2]1.[CH3:19][C:20]#[N:21]>>[CH:1]1([CH2:7][O:8][C:9]2[CH:14]=[CH:13][N:12]=[C:11]([C:15](=[O:17])[CH2:19][C:20]#[N:21])[N:10]=2)[CH2:2][CH2:3][CH2:4][CH2:5][CH2:6]1. Reported procedure: CH3CN addition to methyl 4-(cyclohexylmethoxy)pyrimidine-2-carboxylate following the method described in Example 6 gives 3-(4-(cyclohexylmethoxy)pyrimidin-2-yl)-3-oxopropanenitrile. Starting materials: COC(=O)C1=C(N=C(S1)\C=C\C=1C(=NOC1C)CCCC)C (2-[(E)-2-(3-butyl-5-methyl-isoxazol-4-yl)-vinyl]-4-methyl-thiazole-5-carboxylic acid methyl ester), C(C)(C)N (isopropylamine), C[Al](C)C (trimethylaluminium), solution. Solvent: O1CCOCC1 (dioxane), O1CCOCC1 (dioxane), C1(=CC=CC=C1)C (toluene). Conditions: temperature 90 celsius, time 1 hour. Yields the product C(C)(C)NC(=O)C1=C(N=C(S1)\C=C\C=1C(=NOC1C)CCCC)C (2-[(E)-2-(3-Butyl-5-methyl-isoxazol-4-yl)-vinyl]-4-methyl-thiazole-5-carboxylic acid isopropylamide). Yield: 67.9%. As a reaction SMILES: [CH:1]([NH2:4])([CH3:3])[CH3:2].C[Al](C)C.C[O:10][C:11]([C:13]1[S:17][C:16](/[CH:18]=[CH:19]/[C:20]2[C:21]([CH2:26][CH2:27][CH2:28][CH3:29])=[N:22][O:23][C:24]=2[CH3:25])=[N:15][C:14]=1[CH3:30])=O>O1CCOCC1.C1(C)C=CC=CC=1>[CH:1]([NH:4][C:11]([C:13]1[S:17][C:16](/[CH:18]=[CH:19]/[C:20]2[C:21]([CH2:26][CH2:27][CH2:28][CH3:29])=[N:22][O:23][C:24]=2[CH3:25])=[N:15][C:14]=1[CH3:30])=[O:10])([CH3:3])[CH3:2]. Procedure: To a stirred solution of isopropylamine (59 mg, 1.0 mmol) in dioxane (2 mL) under argon and at room temperature was added trimethylaluminium (0.50 mL of a 2M solution in toluene, 1.0 mmol). After 1 h, a solution of 2-[(E)-2-(3-butyl-5-methyl-isoxazol-4-yl)-vinyl]-4-methyl-thiazole-5-carboxylic acid methyl ester (80 mg, 0.25 mmol) in dioxane (2 mL) was added and the reaction mixture warmed to 90° C. After 48 h, the reaction mixture was cooled, quenched with Seignettes's salt solution (2 mL) and w...